This data is from the Open Reaction Database (ORD), a public repository of structured organic reaction records. The task is: describe an organic reaction: reactants, conditions, products, and yield The reactants are CCOC(=O)Cl, O=C(O)C1(Nc2ccccc2)CCNCC1, [Na+], [Na], C1CCOC1, [OH-]. Yields the product CCOC(=O)N1CCC(Nc2ccccc2)(C(=O)O)CC1. RXN SMILES: [Cl:20][C:21](=[O:22])[O:23][CH2:24][CH3:25].[NH:1]([c:2]1[cH:3][cH:4][cH:5][cH:6][cH:7]1)[C:8]1([C:14](=[O:15])[OH:16])[CH2:9][CH2:10][NH:11][CH2:12][CH2:13]1.[Na+:19].[Na:17].[O:26]1[CH2:27][CH2:28][CH2:29][CH2:30]1.[OH-:18]>>[NH:1]([c:2]1[cH:3][cH:4][cH:5][cH:6][cH:7]1)[C:8]1([C:14](=[O:15])[OH:16])[CH2:9][CH2:10][N:11]([C:21](=[O:22])[O:23][CH2:24][CH3:25])[CH2:12][CH2:13]1.